From a dataset of the Open Reaction Database (ORD), a public repository of structured organic reaction records. describe an organic reaction: reactants, conditions, products, and yield Starting materials: NC=1N=CC(=NC1)C1=CC=C(C=C1F)C1=C(C=CC=C1)CS(=O)(=O)N1CCC(CC1)NC(OC(C)(C)C)=O (tert-butyl 1-((4′-(5-aminopyrazin-2-yl)-5′-fluorobiphenyl-2-yl)methylsulfonyl)piperidin-4-ylcarbamate), Cl (HCl). Run at time 24 hour. The product is Cl.NC1CCN(CC1)S(=O)(=O)CC1=C(C=CC=C1)C1=CC(=C(C=C1)C=1N=CC(=NC1)N)F (5-(2′-{[(4-Aminopiperidin-1-yl)sulfonyl]methyl}-3-fluorobiphenyl-4-yl)pyrazin-2-amine hydrochloride). Isolated yield 61.0%. Reaction SMILES: [NH2:1][C:2]1[N:3]=[CH:4][C:5]([C:8]2[C:13]([F:14])=[CH:12][C:11]([C:15]3[CH:20]=[CH:19][CH:18]=[CH:17][C:16]=3[CH2:21][S:22]([N:25]3[CH2:30][CH2:29][CH:28]([NH:31]C(=O)OC(C)(C)C)[CH2:27][CH2:26]3)(=[O:24])=[O:23])=[CH:10][CH:9]=2)=[N:6][CH:7]=1.[ClH:39]>>[ClH:39].[NH2:31][CH:28]1[CH2:27][CH2:26][N:25]([S:22]([CH2:21][C:16]2[CH:17]=[CH:18][CH:19]=[CH:20][C:15]=2[C:11]2[CH:10]=[CH:9][C:8]([C:5]3[N:6]=[CH:7][C:2]([NH2:1])=[N:3][CH:4]=3)=[C:13]([F:14])[CH:12]=2)(=[O:23])=[O:24])[CH2:30][CH2:29]1 |f:2.3|. Reported procedure: A mixture of tert-butyl 1-((4′-(5-aminopyrazin-2-yl)-5′-fluorobiphenyl-2-yl)methylsulfonyl)piperidin-4-ylcarbamate (190 mg, 0.35 mmol) in HCl (20 mL, 6 N in methanol) was stirred at rt for 24 hours. The solvent was removed under reduced pressure and the residue purified by HPLC to give the title compound (80 mg HCl salt, 61%). MS (ESI): mass calcd. for C22H24FN5O2S, 441.16; m/z found, 442.1 [M+H]+. 1H NMR (300 MHz, DMSO-d6) δ 8.38 (s, 1H), 8.10 (br, 4H), 7.95 (m, 1H), 7.64-7.55 (m, 1H), 7.52-7.3... Starting materials: ClC1=C(NC(CC#N)=O)C=CC(=C1)F (2'-chloro-2-cyano-4'-fluoroacetanilide), COC(N(C)C)OC (N,N-dimethylformamide dimethylacetal). The product is ClC1=C(NC(C(=CN(C)C)C#N)=O)C=CC(=C1)F (2'-chloro-2-cyano-3-dimethylamino-4'-fluoroacrylanilide). Reaction SMILES: [Cl:1][C:2]1[CH:13]=[C:12]([F:14])[CH:11]=[CH:10][C:3]=1[NH:4][C:5](=[O:9])[CH2:6][C:7]#[N:8].CO[CH:17](OC)[N:18]([CH3:20])[CH3:19]>>[Cl:1][C:2]1[CH:13]=[C:12]([F:14])[CH:11]=[CH:10][C:3]=1[NH:4][C:5](=[O:9])[C:6]([C:7]#[N:8])=[CH:17][N:18]([CH3:19])[CH3:20]. Procedure: As for Example 1, 2'-chloro-2-cyano-4'-fluoroacetanilide as colorless needles, m.p. 138°-139° C. (prepared by the procedure described in U.S. Pat. No. 3,116,312), is heated with N,N-dimethylformamide dimethylacetal to give 2'-chloro-2-cyano-3-dimethylamino-4'-fluoroacrylanilide as colorless needles, m.p. 155.5°-156.5° C. Starting materials: O.NN (Hydrazine hydrate), C1=CC2=C(C=C1C(=O)O)C(=O)OC2=O (1,2,4-benzenetricarboxylic anhydride). The solvent is C(C)(=O)O (acetic acid). Reaction conditions: temperature 120 celsius. Yields the product O=C1NNC(C2=CC(=CC=C12)C(=O)O)=O (1,4-Dioxo-1,2,3,4-tetrahydro-phthalazine-6-carboxylic acid). The yield is 84.9%. Reaction SMILES: O.[NH2:2][NH2:3].[CH:4]1[C:9]([C:10]([OH:12])=[O:11])=[CH:8][C:7]2[C:13](O[C:16](=[O:17])[C:6]=2[CH:5]=1)=[O:14]>C(O)(=O)C>[O:17]=[C:16]1[C:6]2[C:7](=[CH:8][C:9]([C:10]([OH:12])=[O:11])=[CH:4][CH:5]=2)[C:13](=[O:14])[NH:3][NH:2]1 |f:0.1|. Procedure: Hydrazine hydrate (26 g, 0.52 mol) was added in one portion to a stirred mixture of 1,2,4-benzenetricarboxylic anhydride (10 g, 0.52 mol), in acetic acid (1.0 L) at room temperature. The mixture was heated to 120° C. for 2 hours and then allowed to cool to room temperature. The solid was filtered, washed with water (250 ml) and dried in the vacuum oven at 50° C. for 20 hours to give the title compound (91 g, 85% yield). Reported procedure: 87 mg (corresponding to 0.462 mmol) of 5-acetyl-2-(1H-imidazole-1-yl)pyridine was dissolved in 3.0 mL of dichloromethane and 193 μL of triethylamine, and then 120 μL (corresponding to 0.924 mmol) of bromotrimethylsilane was dropped under ice cooling. The resulting solution was stirred over night at room temperature under argon gas atmosphere, and then the reaction solution was supplemented with water and extracted 3 times with dichloromethane. The combined dichloromethane layer was washed with w... Run in ClCCl (dichloromethane), C(C)N(CC)CC (triethylamine). Reactants: BrN1C(CCC1=O)=O (N-bromosuccinimide), C(C)(=O)C=1C=CC(=NC1)N1C=NC=C1 (5-acetyl-2-(1H-imidazole-1-yl)pyridine), O (water), Br[Si](C)(C)C (bromotrimethylsilane). The yield is 19.7%. Product: BrCC(=O)C=1C=CC(=NC1)N1C=NC=C1 (5-(2-bromoacetyl)-2-(1H-imidazole-1-yl)pyridine). RXN SMILES: [C:1]([C:4]1[CH:5]=[CH:6][C:7]([N:10]2[CH:14]=[CH:13][N:12]=[CH:11]2)=[N:8][CH:9]=1)(=[O:3])[CH3:2].[Br:15][Si](C)(C)C.O.BrN1C(=O)CCC1=O>ClCCl.C(N(CC)CC)C>[Br:15][CH2:2][C:1]([C:4]1[CH:5]=[CH:6][C:7]([N:10]2[CH:14]=[CH:13][N:12]=[CH:11]2)=[N:8][CH:9]=1)=[O:3]. Reactants: CC(C)(C)OC(=O)N(C(=O)OC(C)(C)C)N(C(=O)OC(C)(C)C)c1nc(Cl)nc(Cl)c1F, CCN(C(C)C)C(C)C, NC1CCOCC1, CN(C)C=O. The product is CC(C)(C)OC(=O)N(C(=O)OC(C)(C)C)N(C(=O)OC(C)(C)C)c1nc(Cl)nc(NC2CCOCC2)c1F. Reaction SMILES: [CH3:17][C:18]([CH3:19])([CH3:20])[O:21][C:22](=[O:23])[N:24]([N:25]([C:26](=[O:27])[O:28][C:29]([CH3:30])([CH3:31])[CH3:32])[c:33]1[n:34][c:35]([Cl:41])[n:36][c:37]([Cl:40])[c:38]1[F:39])[C:42](=[O:43])[O:44][C:45]([CH3:46])([CH3:47])[CH3:48].[CH:8]([N:9]([CH:10]([CH3:11])[CH3:12])[CH2:13][CH3:14])([CH3:15])[CH3:16].[O:1]1[CH2:2][CH2:3][CH:4]([NH2:7])[CH2:5][CH2:6]1.[O:49]=[CH:50][N:51]([CH3:52])[CH3:53]>>[O:1]1[CH2:2][CH2:3][CH:4]([NH:7][c:37]2[n:36][c:35]([Cl:41])[n:34][c:33]([N:25]([N:24]([C:22]([O:21][C:18]([CH3:17])([CH3:19])[CH3:20])=[O:23])[C:42](=[O:43])[O:44][C:45]([CH3:46])([CH3:47])[CH3:48])[C:26](=[O:27])[O:28][C:29]([CH3:30])([CH3:31])[CH3:32])[c:38]2[F:39])[CH2:5][CH2:6]1.